This data is from the Open Reaction Database (ORD), a public repository of structured organic reaction records. The task is: describe an organic reaction: reactants, conditions, products, and yield The reactants are CI (Methyl iodide), BrC1=CC=2C3=C(C=NC2C=C1)NC(N3[C@@H]3C[C@@H](C3)OC)=O (8-bromo-1-(cis-3-methoxycyclobutyl)-3H-imidazo[4,5-c]quinolin-2-one), [OH-].[Na+] (sodium hydroxide). The reagents and catalysts are [Br-].C(CCC)[N+](CCCC)(CCCC)CCCC (tetrabutylammonium bromide). The solvent is C(Cl)Cl (DCM), O (water). Conditions: time 2 hour. The product is BrC1=CC=2C3=C(C=NC2C=C1)N(C(N3[C@@H]3C[C@@H](C3)OC)=O)C (8-Bromo-1-(cis-3-methoxycyclobutyl)-3-methylimidazo[4,5-c]quinolin-2-one). Yield: 75.1%. Reaction SMILES: [CH3:1]I.[Br:3][C:4]1[CH:13]=[CH:12][C:11]2[N:10]=[CH:9][C:8]3[NH:14][C:15](=[O:23])[N:16]([C@H:17]4[CH2:20][C@@H:19]([O:21][CH3:22])[CH2:18]4)[C:7]=3[C:6]=2[CH:5]=1.[OH-].[Na+]>[Br-].C([N+](CCCC)(CCCC)CCCC)CCC.C(Cl)Cl.O>[Br:3][C:4]1[CH:13]=[CH:12][C:11]2[N:10]=[CH:9][C:8]3[N:14]([CH3:1])[C:15](=[O:23])[N:16]([C@H:17]4[CH2:18][C@@H:19]([O:21][CH3:22])[CH2:20]4)[C:7]=3[C:6]=2[CH:5]=1 |f:2.3,4.5|. Procedure details: Methyl iodide (11.49 mL, 183.81 mmol) was added to a mixture of 8-bromo-1-(cis-3-methoxycyclobutyl)-3H-imidazo[4,5-c]quinolin-2-one (32 g, 91.90 mmol), sodium hydroxide (5.51 g, 137.85 mmol) and tetrabutylammonium bromide (2.94 g, 9.19 mmol) in DCM (400 mL) and water (300 mL) and the resulting mixture stirred at r.t. for 2 h. The DCM was removed in vacuo and the precipitate collected by filtration, washed with water (200 mL) and dried under vacuum to afford the desired material (25.00 g, 75%) as...